From a dataset of the Open Reaction Database (ORD), a public repository of structured organic reaction records. describe an organic reaction: reactants, conditions, products, and yield Starting materials: C(CCCCCCC)O (octanol), C(Cl)(Cl)Cl (chloroform). Yields the product C(CCCCCCC)O.C(Cl)(Cl)Cl (Octanol Chloroform). As a reaction SMILES: [CH2:1]([OH:9])[CH2:2][CH2:3][CH2:4][CH2:5][CH2:6][CH2:7][CH3:8].[CH:10]([Cl:13])([Cl:12])[Cl:11]>>[CH2:1]([OH:9])[CH2:2][CH2:3][CH2:4][CH2:5][CH2:6][CH2:7][CH3:8].[CH:10]([Cl:13])([Cl:12])[Cl:11] |f:2.3|. Procedure: One volume of octanol is mixed with 24 volumes of chloroform. The reactants are CC(CSC(=O)c1ccccc1)C(=O)Cl, O=C(O)C1Cc2ccccc2CN1, C1CNCCN1, ClCCl, [Na+], [OH-], O. Product: CC(CSC(=O)c1ccccc1)C(=O)N1Cc2ccccc2CC1C(=O)O. As a reaction SMILES: [C:16]([c:17]1[cH:18][cH:19][cH:20][cH:21][cH:22]1)(=[O:23])[S:24][CH2:25][CH:26]([C:27](=[O:28])[Cl:29])[CH3:30].[CH2:1]1[NH:2][CH:3]([C:11](=[O:12])[OH:13])[CH2:4][c:5]2[cH:6][cH:7][cH:8][cH:9][c:10]21.[CH2:31]1[NH:32][CH2:33][CH2:34][NH:35][CH2:36]1.[CH2:38]([Cl:39])[Cl:40].[Na+:15].[OH-:14].[OH2:37]>>[CH2:1]1[N:2]([C:27]([CH:26]([CH2:25][S:24][C:16]([c:17]2[cH:18][cH:19][cH:20][cH:21][cH:22]2)=[O:23])[CH3:30])=[O:28])[CH:3]([C:11](=[O:12])[OH:13])[CH2:4][c:5]2[cH:6][cH:7][cH:8][cH:9][c:10]21. Starting materials: N1=CC=C(C=C1)C1C2(O1)C(C1=CC=CC=C1CC2)=O (3'-(4-pyridyl)-spiro[1,2,3,4-tetrahydronaphthalene-2,2'-oxirane]-1-one), NN (hydrazine). The product is N1=CC=C(C=C1)C1=C2C(=NN1)C1=CC=CC=C1CC2 (4,5-dihydro-3-(4-pyridyl)-2H-naphtho[ 1,2-c]pyrazole). As a reaction SMILES: [N:1]1[CH:6]=[CH:5][C:4]([CH:7]2O[C:8]32[CH2:18][CH2:17][C:16]2[C:11](=[CH:12][CH:13]=[CH:14][CH:15]=2)[C:10]3=O)=[CH:3][CH:2]=1.[NH2:20][NH2:21]>>[N:1]1[CH:6]=[CH:5][C:4]([C:7]2[NH:21][N:20]=[C:10]3[C:11]4[C:16]([CH2:17][CH2:18][C:8]=23)=[CH:15][CH:14]=[CH:13][CH:12]=4)=[CH:3][CH:2]=1. Reported procedure: Following the procedure of step B of Example 1 , the above 3'-(4-pyridyl)-spiro[1,2,3,4-tetrahydronaphthalene-2,2'-oxirane]-1-one is treated with hydrazine to yield 4,5-dihydro-3-(4-pyridyl)-2H-naphtho[ 1,2-c]pyrazole. Starting materials: O=C1N(C(C(C2=CC=CC=C12)C(=O)O)C=1C=NC=NC1)CC(C)C (1-oxo-2-isobutyl-3-(pyrimidin-5-yl)-1,2,3,4-tetrahydroisoquinoline-4-carboxylic acid), O=C1N(C(C(C2=CC=CC=C12)C(=O)O)C=1SC(=CC1)C#N)CC1CC1 (1-oxo-2-cyclopropylmethyl-3-(5-cyanothiophen-2-yl)-1,2,3,4-tetrahydroisoquinoline-4-carboxylic acid), O=C1N(C(C(C2=CC=CC=C12)C(=O)O)C=1SC(=CC1)C#N)CCCC (1-oxo-2-(1-butyl)-3-(5-cyanothiophen-2-yl)-1,2,3,4-tetrahydroisoquinoline-4-carboxylic acid), O=C1N(C(C(C2=CC(=CC=C12)F)C(=O)O)C=1SC(=CC1)C#N)CC(C)C (1-oxo-2-isobutyl-3-(5-cyanothiophen-2-yl)-6-fluoro-1,2,3,4-tetrahydroisoquinoline-4-carboxylic acid), O=C1N(C(C(C2=CC=C(C=C12)F)C(=O)O)C=1C=NN(C1)C)CC(F)(F)F (1-oxo-2-(2,2,2-trifluoroethyl)-3-(1-methyl-1H-pyrazol-4-yl)-7-fluoro-1,2,3,4-tetrahydroisoquinoline-4-carboxylic acid), C(C(C)C)N1C(C2=CC(=CC=C2C(C1C=1C=NC=CC1)C(=O)O)OC)=O (2-isobutyl-7-methoxy-1-oxo-3-(pyridin-3-yl)-1,2,3,4-tetrahydroisoquinoline-4-carboxylic acid). Product: O=C1N(C(C(C2=CC=CC=C12)C(=O)O)C=1C=NSC1)CC(C)C (1-oxo-2-isobutyl-3-(isothiazol-4-yl)-1,2,3,4-tetrahydroisoquinoline-4-carboxylic acid). RXN SMILES: [O:1]=[C:2]1[C:11]2[C:6](=[CH:7][CH:8]=[CH:9][CH:10]=2)[CH:5]([C:12]([OH:14])=[O:13])[CH:4]([C:15]2[CH:16]=[N:17]C=N[CH:20]=2)[N:3]1[CH2:21][CH:22]([CH3:24])[CH3:23].O=C1C2C(=CC(F)=CC=2)C(C(O)=O)C(C2[S:41]C(C#N)=CC=2)N1CC(C)C.O=C1C2C(=CC=C(F)C=2)C(C(O)=O)C(C2C=NN(C)C=2)N1CC(F)(F)F.O=C1C2C(=CC=CC=2)C(C(O)=O)C(C2SC(C#N)=CC=2)N1CC1CC1.O=C1C2C(=CC=CC=2)C(C(O)=O)C(C2SC(C#N)=CC=2)N1CCCC.C(N1C(C2C=NC=CC=2)C(C(O)=O)C2C(=CC(OC)=CC=2)C1=O)C(C)C>>[O:1]=[C:2]1[C:11]2[C:6](=[CH:7][CH:8]=[CH:9][CH:10]=2)[CH:5]([C:12]([OH:14])=[O:13])[CH:4]([C:15]2[CH:16]=[N:17][S:41][CH:20]=2)[N:3]1[CH2:21][CH:22]([CH3:24])[CH3:23]. Procedure details: 1-oxo-2-isobutyl-3-(pyrimidin-5-yl)-1,2,3,4-tetrahydroisoquinoline-4-carboxylic acid; 1-oxo-2-isobutyl-3-(5-cyanothiophen-2-yl)-6-fluoro-1,2,3,4-tetrahydroisoquinoline-4-carboxylic acid; 1-oxo-2-(2,2,2-trifluoroethyl)-3-(1-methyl-1H-pyrazol-4-yl)-7-fluoro-1,2,3,4-tetrahydroisoquinoline-4-carboxylic acid; 1-oxo-2-cyclopropylmethyl-3-(5-cyanothiophen-2-yl)-1,2,3,4-tetrahydroisoquinoline-4-carboxylic acid; 1-oxo-2-(1-butyl)-3-(5-cyanothiophen-2-yl)-1,2,3,4-tetrahydroisoquinoline-4-carboxylic acid; ... RXN SMILES: [CH3:1][C:2]1[CH:15]=[CH:14][CH:13]=[CH:12][C:3]=1[CH2:4][O:5][C:6]([CH3:11])([CH2:9][OH:10])[CH2:7][OH:8].C(O[CH:19](OCC)[CH2:20][Cl:21])C>>[Cl:21][CH2:20][CH:19]1[O:10][CH2:9][C:6]([O:5][CH2:4][C:3]2[CH:12]=[CH:13][CH:14]=[CH:15][C:2]=2[CH3:1])([CH3:11])[CH2:7][O:8]1. Starting materials: CC1=C(COC(CO)(CO)C)C=CC=C1 (2-(2-methylbenzyloxy)-2-methyl-1,3-propanediol), C(C)OC(CCl)OCC (chloroacetaldehyde diethyl acetal). Yields the product ClCC1OCC(CO1)(C)OCC1=C(C=CC=C1)C (2-Chloromethyl-5-(2-methylbenzyloxy)-5-methyl-1,3-dioxane). Procedure details: By the method of Example 39, 2-(2-methylbenzyloxy)-2-methyl-1,3-propanediol was reacted with chloroacetaldehyde diethyl acetal to yield a mixture which was separated by column chromatography. The t-isomer was a liquid b.p. 117° C/0.005 mm Hg; nD25 1.5175. The c-isomer was a solid, m.p. 57°-58° C. Reactants: [N+](=O)([O-])C1=CC=C(C=C1)COC(=O)C=1N2C(C(C2C(C1SC1COC(C1)CN=[N+]=[N-])C)C(C)O)=O (3-[[5-(Azidomethyl)tetrahydro-3-furanyl]thio]-6-(1-hydroxyethyl)-4-methyl-7-oxo-1-azabicyclo[3.2.0]hept-2-ene-2-carboxylic acid (4-nitrophenyl)methyl ester), P(=O)([O-])([O-])[O-].[Na+].[Na+].[Na+] (sodium phosphate). Reagents/catalysts: [Pd] (palladium/carbon). Solvent: O1CCOCC1 (dioxane). Product: NCC1CC(CO1)SC1=C(N2C(C(C2C1C)C(C)O)=O)C(=O)O (3-[[5-(Aminomethyl)tetrahydro-3-furanyl]thio]-6-(1-hydroxyethyl)-4-methyl-7-oxo-1-azabicyclo[3.2.0]hept-2-ene-2-carboxylic acid). Yield: 29.5%. As a reaction SMILES: [N+](C1C=CC(C[O:11][C:12]([C:14]2[N:15]3[CH:18]([CH:19]([CH3:31])[C:20]=2[S:21][CH:22]2[CH2:26][CH:25]([CH2:27][N:28]=[N+]=[N-])[O:24][CH2:23]2)[CH:17]([CH:32]([OH:34])[CH3:33])[C:16]3=[O:35])=[O:13])=CC=1)([O-])=O.P([O-])([O-])([O-])=O.[Na+].[Na+].[Na+]>[Pd].O1CCOCC1>[NH2:28][CH2:27][CH:25]1[O:24][CH2:23][CH:22]([S:21][C:20]2[CH:19]([CH3:31])[CH:18]3[N:15]([C:16](=[O:35])[CH:17]3[CH:32]([OH:34])[CH3:33])[C:14]=2[C:12]([OH:13])=[O:11])[CH2:26]1 |f:1.2.3.4|. Procedure details: The title compound is prepared by the procedure of Example 18 using 2.8 g of product from Example 45, 0.60 g of 10% palladium/carbon, 27 ml of sodium phosphate buffer (pH 7) and 82 ml of dioxane to give 0.562 g of the desired product. Reactants: CS(C)=O, NCc1ccc(C(F)(F)F)c(F)c1, CC(C(=O)O)c1cccc2cnccc12, O=C(O)Cc1cccc2cnccc12. Product: CC(C(=O)NCc1ccc(C(F)(F)F)c(F)c1)c1cccc2cnccc12. RXN SMILES: [CH3:43][S:44]([CH3:45])=[O:46].[F:1][c:2]1[cH:3][c:4]([CH2:5][NH2:6])[cH:7][cH:8][c:9]1[C:10]([F:11])([F:12])[F:13].[cH:14]1[n:15][cH:16][cH:17][c:18]2[c:19]([CH:24]([C:25](=[O:26])[OH:27])[CH3:28])[cH:20][cH:21][cH:22][c:23]12.[cH:29]1[c:30]2[c:31]([c:32]([CH2:33][C:34]([OH:35])=[O:36])[cH:37][cH:38][cH:39]2)[cH:40][cH:41][n:42]1>>[F:1][c:2]1[cH:3][c:4]([CH2:5][NH:6][C:25]([CH:24]([c:19]2[c:18]3[cH:17][cH:16][n:15][cH:14][c:23]3[cH:22][cH:21][cH:20]2)[CH3:28])=[O:26])[cH:7][cH:8][c:9]1[C:10]([F:11])([F:12])[F:13]. Starting materials: FC(C1=CC(=NC=2N1N=CC2C#C)C2=CC=C(C=C2)C(F)(F)F)F (7-difluoromethyl-3-ethynyl-5-(4-trifluoromethyl-phenyl)-pyrazolo[1,5-a]pyrimidine), CN(CCNS(=O)(=O)C=1SC(=CC1)Br)C (5-Bromo-thiophene-2-sulfonic acid (2-dimethylamino-ethyl)-amide). Yields the product CN(CCNS(=O)(=O)C=1SC(=CC1)C#CC=1C=NN2C1N=C(C=C2C(F)F)C2=CC=C(C=C2)C(F)(F)F)C (5-[7-Difluoromethyl-5-(4-trifluoromethyl-phenyl)-pyrazolo[1,5-a]pyrimidin-3-ylethynyl]-thiophene-2-sulfonic acid (2-dimethylamino-ethyl)-amide), solid. The yield is 60.0%. As a reaction SMILES: [F:1][CH:2]([F:24])[C:3]1[N:8]2[N:9]=[CH:10][C:11]([C:12]#[CH:13])=[C:7]2[N:6]=[C:5]([C:14]2[CH:19]=[CH:18][C:17]([C:20]([F:23])([F:22])[F:21])=[CH:16][CH:15]=2)[CH:4]=1.[CH3:25][N:26]([CH3:39])[CH2:27][CH2:28][NH:29][S:30]([C:33]1[S:34][C:35](Br)=[CH:36][CH:37]=1)(=[O:32])=[O:31]>>[CH3:25][N:26]([CH3:39])[CH2:27][CH2:28][NH:29][S:30]([C:33]1[S:34][C:35]([C:13]#[C:12][C:11]2[CH:10]=[N:9][N:8]3[C:3]([CH:2]([F:1])[F:24])=[CH:4][C:5]([C:14]4[CH:19]=[CH:18][C:17]([C:20]([F:23])([F:22])[F:21])=[CH:16][CH:15]=4)=[N:6][C:7]=23)=[CH:36][CH:37]=1)(=[O:32])=[O:31]. Procedure: The title compound was prepared from 7-difluoromethyl-3-ethynyl-5-(4-trifluoromethyl-phenyl)-pyrazolo[1,5-a]pyrimidine (example C.2) (169 mg, 0.5 mmol) and 5-bomo-thiophene-2-sulfonic acid (2-dimethylamino-ethyl)-amide (example B.49) (157 mg, 0.5 mmol) according to general procedure II. Obtained as a yellow solid (170 mg, 60%). MS (ISP) 570.2 [(M+H)+]; mp 132° C. Starting materials: ClC=1C=C(C=CC1)C1=CC(NC(=N1)CC)=O (6-(3-chlorophenyl)-2-ethylpyrimidin-4(3H)-one), O=P(Cl)(Cl)Cl (POCl3), C([O-])(O)=O.[Na+] (sodium bicarbonate). Conditions: temperature 85 celsius. Product: ClC1=NC(=NC(=C1)C1=CC(=CC=C1)Cl)CC (4-chloro-6-(3-chlorophenyl)-2-ethylpyrimidine). The yield is 81.0%. Reaction SMILES: [Cl:1][C:2]1[CH:3]=[C:4]([C:8]2[N:13]=[C:12]([CH2:14][CH3:15])[NH:11][C:10](=O)[CH:9]=2)[CH:5]=[CH:6][CH:7]=1.O=P(Cl)(Cl)[Cl:19].C(=O)(O)[O-].[Na+]>>[Cl:19][C:10]1[CH:9]=[C:8]([C:4]2[CH:5]=[CH:6][CH:7]=[C:2]([Cl:1])[CH:3]=2)[N:13]=[C:12]([CH2:14][CH3:15])[N:11]=1 |f:2.3|. Reported procedure: A mixture of 6-(3-chlorophenyl)-2-ethylpyrimidin-4(3H)-one (0.240 g, 1.0 mmol) and POCl3 (5 mL) was heated to 85° C. for 6 h. After this time, the reaction was cooled, neutralized with saturated aqueous sodium bicarbonate, and extracted with methylene chloride. The combined organic layer was dried over anhydrous sodium sulfate, filtered, and the filtrate was concentrated. The residue was purified by column chromatography (silica, hexanes/ethyl acetate) to afford the title compound as an off-whit...